This data is from the Open Reaction Database (ORD), a public repository of structured organic reaction records. The task is: describe an organic reaction: reactants, conditions, products, and yield The reactants are C(C1=CC=CC=C1)C=1C=C(C=O)C=CC1 (3-benzylbenzaldehyde), [I-].C(=O)(O)CCCCCC[P+](C1=CC=CC=C1)(C1=CC=CC=C1)C1=CC=CC=C1 ((6-carboxy-hexyl)triphenylphosphonium iodide), CC(C)(C)[O-].[K+] (potassium ter-butylate). Solvent: C1(=CC=CC=C1)C (toluene). Product: C(C1=CC=CC=C1)C=1C=C(C=CC1)C=CCCCCC(=O)O (7-(3-benzyl-phenyl)-6-heptenoic acid). RXN SMILES: [CH2:1]([C:8]1[CH:9]=[C:10]([CH:13]=[CH:14][CH:15]=1)[CH:11]=O)[C:2]1[CH:7]=[CH:6][CH:5]=[CH:4][CH:3]=1.[I-].[C:17]([CH2:20][CH2:21][CH2:22][CH2:23][CH2:24]C[P+](C1C=CC=CC=1)(C1C=CC=CC=1)C1C=CC=CC=1)([OH:19])=[O:18].CC([O-])(C)C.[K+]>C1(C)C=CC=CC=1>[CH2:1]([C:8]1[CH:9]=[C:10]([CH:11]=[CH:24][CH2:23][CH2:22][CH2:21][CH2:20][C:17]([OH:19])=[O:18])[CH:13]=[CH:14][CH:15]=1)[C:2]1[CH:7]=[CH:6][CH:5]=[CH:4][CH:3]=1 |f:1.2,3.4|. Procedure: By using a similar procedure to that described in example 24 but with 1 g of 3-benzylbenzaldehyde, 5.5 g of (6-carboxy-hexyl)triphenylphosphonium iodide, 2.5 g of potassium ter-butylate and 40 cc of toluene as the starting material (1 hour; 50° C.), and after purification by flash chromatography on silica gel (30-60 Mm; eluent: 8:2:0.05 n-hexane/ethyl acetate/acetic acid), 7-(3-benzyl-phenyl)-6-heptenoic acid is obtained. (m.p.=68° C.) The reactants are C1CCOC1, CC(C)C(COCc1ccccc1)CC(C=O)NC(=O)OC(C)(C)C, C[S+](C)(C)=O, [H-], [I-], [Na+]. Yields the product CC(C)C(COCc1ccccc1)CC(NC(=O)OC(C)(C)C)C1CO1. As a reaction SMILES: [CH2:34]1[O:35][CH2:36][CH2:37][CH2:38]1.[CH2:9]([c:10]1[cH:11][cH:12][cH:13][cH:14][cH:15]1)[O:16][CH2:17][CH:18]([CH2:19][CH:20]([CH:21]=[O:22])[NH:23][C:24]([O:25][C:26]([CH3:27])([CH3:28])[CH3:29])=[O:30])[CH:31]([CH3:32])[CH3:33].[CH3:4][S+:5]([CH3:6])([CH3:7])=[O:8].[H-:1].[I-:3].[Na+:2]>>[CH2:4]1[CH:21]([CH:20]([CH2:19][CH:18]([CH2:17][O:16][CH2:9][c:10]2[cH:11][cH:12][cH:13][cH:14][cH:15]2)[CH:31]([CH3:32])[CH3:33])[NH:23][C:24]([O:25][C:26]([CH3:27])([CH3:28])[CH3:29])=[O:30])[O:22]1.